From a dataset of the Open Reaction Database (ORD), a public repository of structured organic reaction records. describe an organic reaction: reactants, conditions, products, and yield The reactants are CCNC(=O)Nc1nc2cc(-c3cccnc3)cc(Br)c2s1, CCCC[Sn](CCCC)(CCCC)c1cccc(N(C)C)n1, CN(C)C=O, Cl[Pd]Cl, c1ccc(P(c2ccccc2)c2ccccc2)cc1, c1ccc(P(c2ccccc2)c2ccccc2)cc1. The product is CCNC(=O)Nc1nc2cc(-c3cccnc3)cc(-c3cccc(N(C)C)n3)c2s1. As a reaction SMILES: [Br:1][c:2]1[cH:3][c:4](-[c:17]2[cH:18][n:19][cH:20][cH:21][cH:22]2)[cH:5][c:6]2[n:7][c:8]([NH:11][C:12](=[O:13])[NH:14][CH2:15][CH3:16])[s:9][c:10]12.[CH3:23][N:24]([c:25]1[n:26][c:27]([Sn:31]([CH2:32][CH2:33][CH2:34][CH3:35])([CH2:36][CH2:37][CH2:38][CH3:39])[CH2:40][CH2:41][CH2:42][CH3:43])[cH:28][cH:29][cH:30]1)[CH3:44].[O:45]=[CH:46][N:47]([CH3:48])[CH3:49].[Pd:50]([Cl:51])[Cl:52].[c:53]1([P:54]([c:55]2[cH:56][cH:57][cH:58][cH:59][cH:60]2)[c:61]2[cH:62][cH:63][cH:64][cH:65][cH:66]2)[cH:67][cH:68][cH:69][cH:70][cH:71]1.[c:72]1([P:73]([c:74]2[cH:75][cH:76][cH:77][cH:78][cH:79]2)[c:80]2[cH:81][cH:82][cH:83][cH:84][cH:85]2)[cH:86][cH:87][cH:88][cH:89][cH:90]1>>[c:2]1(-[c:27]2[n:26][c:25]([N:24]([CH3:23])[CH3:44])[cH:30][cH:29][cH:28]2)[cH:3][c:4](-[c:17]2[cH:18][n:19][cH:20][cH:21][cH:22]2)[cH:5][c:6]2[n:7][c:8]([NH:11][C:12](=[O:13])[NH:14][CH2:15][CH3:16])[s:9][c:10]12.